Dataset: the Open Reaction Database (ORD), a public repository of structured organic reaction records. Task: describe an organic reaction: reactants, conditions, products, and yield The reactants are CNC, Cc1ccccc1, COCCCOc1cc(COC2CN(C(=O)OCc3ccccc3)CCC2c2ccc(OCCCOCc3ccccc3OC)cc2)ccc1C(=O)Cl. Product: COCCCOc1cc(COC2CN(C(=O)OCc3ccccc3)CCC2c2ccc(OCCCOCc3ccccc3OC)cc2)ccc1C(=O)N(C)C. Reaction SMILES: [CH3:54][NH:55][CH3:56].[CH3:57][c:58]1[cH:59][cH:60][cH:61][cH:62][cH:63]1.[Cl:1][C:2](=[O:3])[c:4]1[c:5]([O:48][CH2:49][CH2:50][CH2:51][O:52][CH3:53])[cH:6][c:7]([CH2:8][O:9][CH:10]2[CH2:11][N:12]([C:36](=[O:37])[O:38][CH2:39][c:40]3[cH:41][cH:42][cH:43][cH:44][cH:45]3)[CH2:13][CH2:14][CH:15]2[c:16]2[cH:17][cH:18][c:19]([O:22][CH2:23][CH2:24][CH2:25][O:26][CH2:27][c:28]3[c:29]([O:34][CH3:35])[cH:30][cH:31][cH:32][cH:33]3)[cH:20][cH:21]2)[cH:46][cH:47]1>>[C:2](=[O:3])([c:4]1[c:5]([O:48][CH2:49][CH2:50][CH2:51][O:52][CH3:53])[cH:6][c:7]([CH2:8][O:9][CH:10]2[CH2:11][N:12]([C:36](=[O:37])[O:38][CH2:39][c:40]3[cH:41][cH:42][cH:43][cH:44][cH:45]3)[CH2:13][CH2:14][CH:15]2[c:16]2[cH:17][cH:18][c:19]([O:22][CH2:23][CH2:24][CH2:25][O:26][CH2:27][c:28]3[c:29]([O:34][CH3:35])[cH:30][cH:31][cH:32][cH:33]3)[cH:20][cH:21]2)[cH:46][cH:47]1)[N:55]([CH3:54])[CH3:56]. Starting materials: CC(C)CC(N)C(=O)O, CCO, Cl, [H][H], O=C1CCOCC1, O. The product is CC(C)CC(NC1CCOCC1)C(=O)O. As a reaction SMILES: [CH3:1][CH:2]([CH3:3])[CH2:4][CH:5]([NH2:6])[C:7]([OH:8])=[O:9].[CH3:20][CH2:21][OH:22].[ClH:10].[H:18][H:19].[O:11]1[CH2:12][CH2:13][C:14](=[O:17])[CH2:15][CH2:16]1.[OH2:23]>>[CH3:1][CH:2]([CH3:3])[CH2:4][CH:5]([NH:6][CH:14]1[CH2:13][CH2:12][O:11][CH2:16][CH2:15]1)[C:7]([OH:8])=[O:9]. Starting materials: C1CCOC1, CC[N+](CC)(CC)Cc1ccccc1, CCOC(C)=O, [Cl-], CCOC(=O)c1c(OS(=O)(=O)C(F)(F)F)nc2c(cnn2C)c1Cl, OB(O)c1cc(Cl)cc(Cl)c1, [K+], [K+], O=C([O-])[O-], [Pd], c1ccc(P(c2ccccc2)c2ccccc2)cc1, c1ccc(P(c2ccccc2)c2ccccc2)cc1, c1ccc(P(c2ccccc2)c2ccccc2)cc1, c1ccc(P(c2ccccc2)c2ccccc2)cc1. Product: CCOC(=O)c1c(-c2cc(Cl)cc(Cl)c2)nc2c(cnn2C)c1Cl. RXN SMILES: [CH2:42]1[O:43][CH2:44][CH2:45][CH2:46]1.[CH2:48]([N+:49]([CH2:50][CH3:51])([CH2:52][CH3:53])[CH2:54][CH3:55])[c:56]1[cH:57][cH:58][cH:59][cH:60][cH:61]1.[CH3:62][CH2:63][O:64][C:65]([CH3:66])=[O:67].[Cl-:47].[Cl:1][c:2]1[c:3]2[c:4]([n:5][c:6]([O:13][S:14]([C:15]([F:16])([F:17])[F:18])(=[O:19])=[O:20])[c:7]1[C:8](=[O:9])[O:10][CH2:11][CH3:12])[n:21]([CH3:24])[n:22][cH:23]2.[Cl:25][c:26]1[cH:27][c:28]([B:33]([OH:34])[OH:35])[cH:29][c:30]([Cl:32])[cH:31]1.[K+:36].[K+:37].[O-:38][C:39]([O-:40])=[O:41].[Pd:68].[c:107]1([P:108]([c:109]2[cH:110][cH:111][cH:112][cH:113][cH:114]2)[c:115]2[cH:116][cH:117][cH:118][cH:119][cH:120]2)[cH:121][cH:122][cH:123][cH:124][cH:125]1.[c:126]1([P:127]([c:128]2[cH:129][cH:130][cH:131][cH:132][cH:133]2)[c:134]2[cH:135][cH:136][cH:137][cH:138][cH:139]2)[cH:140][cH:141][cH:142][cH:143][cH:144]1.[c:69]1([P:70]([c:71]2[cH:72][cH:73][cH:74][cH:75][cH:76]2)[c:77]2[cH:78][cH:79][cH:80][cH:81][cH:82]2)[cH:83][cH:84][cH:85][cH:86][cH:87]1.[c:88]1([P:89]([c:90]2[cH:91][cH:92][cH:93][cH:94][cH:95]2)[c:96]2[cH:97][cH:98][cH:99][cH:100][cH:101]2)[cH:102][cH:103][cH:104][cH:105][cH:106]1>>[Cl:1][c:2]1[c:3]2[c:4]([n:5][c:6](-[c:28]3[cH:27][c:26]([Cl:25])[cH:31][c:30]([Cl:32])[cH:29]3)[c:7]1[C:8](=[O:9])[O:10][CH2:11][CH3:12])[n:21]([CH3:24])[n:22][cH:23]2. The reactants are O=C(Br)CBr, ClCCl, CN(C)c1ccccc1, Cc1cc(Br)c(N)c(Br)n1. The product is Cc1cc(Br)c(NC(=O)CBr)c(Br)n1. RXN SMILES: [Br:20][CH2:21][C:22](=[O:23])[Br:24].[CH2:25]([Cl:26])[Cl:27].[CH3:11][N:12]([c:13]1[cH:14][cH:15][cH:16][cH:17][cH:18]1)[CH3:19].[NH2:1][c:2]1[c:3]([Br:10])[n:4][c:5]([CH3:9])[cH:6][c:7]1[Br:8]>>[NH:1]([c:2]1[c:3]([Br:10])[n:4][c:5]([CH3:9])[cH:6][c:7]1[Br:8])[C:22]([CH2:21][Br:20])=[O:23]. Starting materials: C(C(=O)Cl)(=O)Cl (Oxalyl chloride), ClC1=CN=C(C2=CC(=CC=C12)S(=O)(=O)N1[C@@H](C(=O)O)CCC1)NC(=N)N (N-[(4-chloro-1-guanidino-7-isoquinolinyl)sulphonyl]-D-proline), C(O)CN (ethanolamine). Reagents/catalysts: CN(C)C=O (DMF). Solvent: C(Cl)Cl (CH2Cl2), C(Cl)Cl (CH2Cl2). Run at time 30 minute. Product: N (NH3), ClC1=CN=C(C2=CC(=CC=C12)S(=O)(=O)N1[C@H](CCC1)C(=O)NCCO)NC(=N)N ((2R)-1-({4-chloro-1-guanidino-7-isoquinolinyl}sulphonyl)-N-(2-hydroxyethyl)-2-pyrrolidinecarboxamide). Yield: 127.8%. Reaction SMILES: C(Cl)(=O)C(Cl)=O.[Cl:7][C:8]1[C:17]2[C:12](=[CH:13][C:14]([S:18]([N:21]3[CH2:28][CH2:27][CH2:26][C@@H:22]3[C:23](O)=[O:24])(=[O:20])=[O:19])=[CH:15][CH:16]=2)[C:11]([NH:29][C:30]([NH2:32])=[NH:31])=[N:10][CH:9]=1.[CH2:33]([CH2:35][NH2:36])[OH:34]>C(Cl)Cl.CN(C=O)C>[NH3:10].[Cl:7][C:8]1[C:17]2[C:12](=[CH:13][C:14]([S:18]([N:21]3[CH2:28][CH2:27][CH2:26][C@@H:22]3[C:23]([NH:36][CH2:35][CH2:33][OH:34])=[O:24])(=[O:19])=[O:20])=[CH:15][CH:16]=2)[C:11]([NH:29][C:30]([NH2:32])=[NH:31])=[N:10][CH:9]=1. Reported procedure: ##STR81## Oxalyl chloride (40 μl, 0.46 mmol) was added to a solution of N-[(4-chloro-1-guanidino-7-isoquinolinyl)sulphonyl]-D-proline (100 mg, 0.23 mmol) in CH2Cl2 (10 ml), followed by DMF (1 drop), and the reaction stirred at room temperature for 30 min. The mixture was evaporated in vacuo and azeotroped with toluene. The residue was dissolved in CH2Cl2 (5 ml), and added to a solution of ethanolamine (17 μl, 0.28 mmol) in CH2Cl2 (5 ml), the reaction stirred at room temperature for 2 h, then con... The reactants are CC(n1cnc2cc(F)c(F)cc2c1=O)C(O)(Cn1cncn1)c1ccc(F)cc1F, [NH4+], [OH-]. The product is CC(n1cnc2cc(N)c(F)cc2c1=O)C(O)(Cn1cncn1)c1ccc(F)cc1F. As a reaction SMILES: [F:1][c:2]1[cH:3][c:4]2[c:5](=[O:31])[n:6]([CH:13]([C:14]([CH2:15][n:16]3[n:17][cH:18][n:19][cH:20]3)([OH:21])[c:22]3[c:23]([F:29])[cH:24][c:25]([F:28])[cH:26][cH:27]3)[CH3:30])[cH:7][n:8][c:9]2[cH:10][c:11]1[F:12].[NH4+:33].[OH-:32]>>[F:1][c:2]1[cH:3][c:4]2[c:5](=[O:31])[n:6]([CH:13]([C:14]([CH2:15][n:16]3[n:17][cH:18][n:19][cH:20]3)([OH:21])[c:22]3[c:23]([F:29])[cH:24][c:25]([F:28])[cH:26][cH:27]3)[CH3:30])[cH:7][n:8][c:9]2[cH:10][c:11]1[NH2:33]. The reactants are compound, SC1=NC=CC=C1 (2-mercaptopyridine), ClC1=NC=NC2=CC=C(C=C12)I (4-chloro-6-iodo-quinazoline), N1=C(SC2=NC=CC=C21)N (thiazolo[5,4-b]pyridin-2-yl-amine). Product: N1=C(C=CC=C1)SC=1C=C2C(=NC=NC2=CC1)NC=1SC2=NC=CC=C2N1 ([6-(Pyridin-2-ylsulfanyl)-quinazolin-4-yl]-thiazolo-[5,4-b]pyridin-2-yl-amine). Reaction SMILES: Cl[C:2]1[C:11]2[C:6](=[CH:7][CH:8]=[C:9](I)[CH:10]=2)[N:5]=[CH:4][N:3]=1.[N:13]1[C:21]2[C:16](=[N:17][CH:18]=[CH:19][CH:20]=2)[S:15][C:14]=1[NH2:22].[SH:23][C:24]1[CH:29]=[CH:28][CH:27]=[CH:26][N:25]=1>>[N:25]1[CH:26]=[CH:27][CH:28]=[CH:29][C:24]=1[S:23][C:9]1[CH:10]=[C:11]2[C:6](=[CH:7][CH:8]=1)[N:5]=[CH:4][N:3]=[C:2]2[NH:22][C:14]1[S:15][C:16]2[C:21]([N:13]=1)=[CH:20][CH:19]=[CH:18][N:17]=2. Reported procedure: The compound of Example 10 was manufactured by the same method as in Example 1, by a similar method thereto or by a combination of such a method with a conventional method using 4-chloro-6-iodo-quinazoline, thiazolo[5,4-b]pyridin-2-yl-amine and 2-mercaptopyridine.